This data is from the Open Reaction Database (ORD), a public repository of structured organic reaction records. The task is: describe an organic reaction: reactants, conditions, products, and yield Reactants: COc1ccccc1-c1ccc2cnc(S(C)=O)nn12, COCC(C)O, CCN(C(C)C)C(C)C, c1cc2[nH]cnc2cn1. The product is COc1ccccc1-c1ccc2cnc(-n3cnc4cnccc43)nn12. Reaction SMILES: [CH3:1][S:2](=[O:3])[c:4]1[n:5][n:6]2[c:7]([cH:8][n:9]1)[cH:10][cH:11][c:12]2-[c:13]1[c:14]([O:19][CH3:20])[cH:15][cH:16][cH:17][cH:18]1.[CH3:39][O:40][CH2:41][CH:42]([OH:43])[CH3:44].[CH:21]([N:22]([CH2:23][CH3:24])[CH:25]([CH3:26])[CH3:27])([CH3:28])[CH3:29].[nH:30]1[cH:31][n:32][c:33]2[cH:34][n:35][cH:36][cH:37][c:38]12>>[c:4]1(-[n:30]2[cH:31][n:32][c:33]3[cH:34][n:35][cH:36][cH:37][c:38]23)[n:5][n:6]2[c:7]([cH:8][n:9]1)[cH:10][cH:11][c:12]2-[c:13]1[c:14]([O:19][CH3:20])[cH:15][cH:16][cH:17][cH:18]1. Reactants: C(C)OC(CC=1C(=NN(C1C)C1=CC=C(C=C1)C)C)=O (3,5-dimethyl-1-(p-tolyl)pyrazol-4-acetic acid-ethyl ester), ester, [OH-].[K+] (potassium hydroxide). Run in O (water), C(C)O (ethanol). Product: CC1=NN(C(=C1CC(=O)O)C)C1=CC=C(C=C1)C (3,5-dimethyl-1-(p-tolyl)-pyrazol-4acetic acid). The yield is 81.6%. Reaction SMILES: C([O:3][C:4](=[O:20])[CH2:5][C:6]1[C:7]([CH3:19])=[N:8][N:9]([C:12]2[CH:17]=[CH:16][C:15]([CH3:18])=[CH:14][CH:13]=2)[C:10]=1[CH3:11])C.[OH-].[K+]>O.C(O)C>[CH3:19][C:7]1[C:6]([CH2:5][C:4]([OH:20])=[O:3])=[C:10]([CH3:11])[N:9]([C:12]2[CH:13]=[CH:14][C:15]([CH3:18])=[CH:16][CH:17]=2)[N:8]=1 |f:1.2|. Procedure: 8.2 grams of the 3,5-dimethyl-1-(p-tolyl)pyrazol-4-acetic acid-ethyl ester, produced by the method of Example (4a), were mixed with a solution of 2.5 grams potassium hydroxide in 15 milliliters water and 15 milliliters ethanol, and the ester saponified and the free acid isolated by the method described in Example (1b). 6.0 grams of 3,5-dimethyl-1-(p-tolyl)-pyrazol-4acetic acid, melting at 119°-121° C. were obtained, representing a yield of 82%. Reactants: COC(=O)C1=CC2=C(OC(=C2CC2=CC=C(C=C2)C2=CC=CC=C2)C)C=C1 (5-(Methoxycarbonyl)-2-methyl-3-(4-phenylbenzyl)benzo[b]furan), aqueous solution, [OH-].[Na+] (sodium hydroxide), CO (methanol). The solvent is O1CCCC1 (tetrahydrofuran). The product is C(=O)(O)C1=CC2=C(OC(=C2CC2=CC=C(C=C2)C2=CC=CC=C2)C)C=C1 (5-Carboxy-2-methyl-3-(4-phenylbenzyl)benzo[b]furan). Yield: 54.0%. RXN SMILES: C[O:2][C:3]([C:5]1[CH:27]=[CH:26][C:8]2[O:9][C:10]([CH3:25])=[C:11]([CH2:12][C:13]3[CH:18]=[CH:17][C:16]([C:19]4[CH:24]=[CH:23][CH:22]=[CH:21][CH:20]=4)=[CH:15][CH:14]=3)[C:7]=2[CH:6]=1)=[O:4].[OH-].[Na+].CO>O1CCCC1>[C:3]([C:5]1[CH:27]=[CH:26][C:8]2[O:9][C:10]([CH3:25])=[C:11]([CH2:12][C:13]3[CH:18]=[CH:17][C:16]([C:19]4[CH:24]=[CH:23][CH:22]=[CH:21][CH:20]=4)=[CH:15][CH:14]=3)[C:7]=2[CH:6]=1)([OH:4])=[O:2] |f:1.2|. Procedure: 5-(Methoxycarbonyl)-2-methyl-3-(4-phenylbenzyl)benzo[b]furan (1.31 g) was refluxed for 1 hr in a mixed solution of a 10% aqueous solution (10 ml) of sodium hydroxide, methanol (10 ml) and tetrahydrofuran (10 ml). The reaction mixture was concentrated and concentrated hydrochloric acid was added to acidify the solution. The precipitated solid was collected by filtration, washed with water and diisopropyl ether and dried to give the objective compound (0.68 g). Starting materials: CC1(N(C(N(CC1)C1=CC=C(C=C1)SC(F)(F)F)=O)CC1=CNC2=NC=CC=C21)C (4,4-dimethyl-3-(1H-pyrrolo[2,3-b]pyridin-3-ylmethyl)-1-{4-[(trifluoromethyl)sulfanyl]phenyl}tetrahydropyrimidin-2(1H)-one), OCC(C)(C)NC(=O)NC1=CC=C(C=C1)OC(F)(F)F (1-(1-hydroxy-2-methylpropan-2-yl)-3-[4-(trifluoromethoxy)phenyl]urea). Product: CC1(NC(N(C1)C1=CC=C(C=C1)OC(F)(F)F)=O)C (4,4-dimethyl-1-[4-(trifluoromethoxy)phenyl]imidazolidin-2-one). Reaction SMILES: CC1(C)CCN(C2C=CC(SC(F)(F)F)=CC=2)C(=O)N1CC1C2C(=NC=CC=2)NC=1.O[CH2:32][C:33]([NH:36][C:37]([NH:39][C:40]1[CH:45]=[CH:44][C:43]([O:46][C:47]([F:50])([F:49])[F:48])=[CH:42][CH:41]=1)=[O:38])([CH3:35])[CH3:34]>>[CH3:32][C:33]1([CH3:35])[CH2:34][N:39]([C:40]2[CH:45]=[CH:44][C:43]([O:46][C:47]([F:50])([F:49])[F:48])=[CH:42][CH:41]=2)[C:37](=[O:38])[NH:36]1. Reported procedure: 4,4-dimethyl-1-[4-(trifluoromethoxy)phenyl]imidazolidin-2-one was prepared similar to procedure for compound 5, using 1-(1-hydroxy-2-methylpropan-2-yl)-3-[4-(trifluoromethoxy)phenyl]urea. 1H NMR (399 MHz, CDCl3): δ 7.26 (s, 2 H); 7.12 (d, J=8.3 Hz, 2 H); 4.09 (s, 2 H); 1.37 (s, 6 H). LCMS [M+H]+=275.1. Starting materials: C1(=CC=CC=C1)CC(=S)O (phenylthioacetic acid), C(C)(C)OC(C)C (diisopropyl ether), [N+](=O)(O)[O-].O([N+](=O)[O-])CCN (2-nitroxyethylamine nitrate). Yields the product O([N+](=O)[O-])CCNC(CC1=CC=CC=C1)=S (N-(2-Nitroxyethyl)phenylthioacetamide). Yield: 66.9%. Reaction SMILES: [C:1]1([CH2:7][C:8](O)=[S:9])[CH:6]=[CH:5][CH:4]=[CH:3][CH:2]=1.[N+]([O-])(O)=O.[O:15]([CH2:19][CH2:20][NH2:21])[N+:16]([O-:18])=[O:17].C(OC(C)C)(C)C>>[O:15]([CH2:19][CH2:20][NH:21][C:8](=[S:9])[CH2:7][C:1]1[CH:6]=[CH:5][CH:4]=[CH:3][CH:2]=1)[N+:16]([O-:18])=[O:17] |f:1.2|. Reported procedure: Following a similar treatment to that in Example 2 and using 0.72 g of phenylthioacetic acid and 0.60 g of 2-nitroxyethylamine nitrate, 0.57 g of the title compound was obtained as colorless powdery crystals (solvent for recrystallization; diisopropyl ether). Reactants: COC(CNC1=C(C(=O)OC)C=CC=C1[N+](=O)[O-])OC (methyl 2-(2,2-dimethoxyethylamino)-3-nitrobenzoate). The reagents and catalysts are [Pd] (palladium on carbon). The solvent is C(C)O (ethanol). Run at time 8 hour. Yields the product NC=1C(=C(C(=O)OC)C=CC1)NCC(OC)OC (methyl 3-amino-2-(2,2-dimethoxyethylamino)benzoate). Isolated yield 100.4%. RXN SMILES: [CH3:1][O:2][CH:3]([O:19][CH3:20])[CH2:4][NH:5][C:6]1[C:15]([N+:16]([O-])=O)=[CH:14][CH:13]=[CH:12][C:7]=1[C:8]([O:10][CH3:11])=[O:9]>C(O)C.[Pd]>[NH2:16][C:15]1[C:6]([NH:5][CH2:4][CH:3]([O:19][CH3:20])[O:2][CH3:1])=[C:7]([CH:12]=[CH:13][CH:14]=1)[C:8]([O:10][CH3:11])=[O:9]. Procedure details: To an argon purged solution of methyl 2-(2,2-dimethoxyethylamino)-3-nitrobenzoate (1.4 g, 4.7 mmol) from Step B above in ethanol (50 mL) at room temperature was added 10% palladium on carbon. The reaction was stirred overnight under an atmosphere of hydrogen (balloon pressure). The reaction mixture was filtered through celite and concentrated under reduced pressure to give methyl 3-amino-2-(2,2-dimethoxyethylamino)benzoate (1.2 g, quantitative yield) as a dark red oil: 1H NMR (300 MHz, DMSO-d6) ... Starting materials: S(=O)(=O)(O)O.COC(N)=N (O-methylisourea hydrogen sulfate), ClC(=O)OC (methyl chloroformate), [OH-].[Na+] (NaOH), C(=O)([O-])[O-].[Na+].[Na+] (Na2CO3), C(Cl)Cl (CH2Cl2). The reagents and catalysts are [Br-].C(CCC)[N+](CCCC)(CCCC)CCCC (tetrabutylammonium bromide). Solvent: O (H2O). The product is COC(=O)NC(OC)=NC(=O)OC (1,3-Dimethoxycarbonyl-O-methylisourea). RXN SMILES: [C:1]([O-:4])([O-:3])=O.[Na+].[Na+].S(O)(O)(=O)=O.[CH3:12][O:13][C:14](=[NH:16])[NH2:15].Cl[C:18]([O:20][CH3:21])=[O:19].[OH-].[Na+].[CH2:24](Cl)Cl>[Br-].C([N+](CCCC)(CCCC)CCCC)CCC.O>[CH3:24][O:3][C:1]([NH:16][C:14](=[N:15][C:18]([O:20][CH3:21])=[O:19])[O:13][CH3:12])=[O:4] |f:0.1.2,3.4,6.7,9.10|. Procedure details: A three-neck flask fitted with a mechanical stirrer was charged with H2O (1.1 L), CH2Cl2 (1 L) and Na2CO3 (254.4 g, 2.4 mol) and the mixture chilled to ca 5° C. To the chilled mixture was then added the O-methylisourea hydrogen sulfate from above, tetrabutylammonium bromide (0.5 g) and methyl chloroformate (556 mL, 7.2 mol). The mixture was stirred vigorously and 25% NaOH (144 g in ca. 600 mL) was added over 0.5 h. After the last addition, the mixture was stirred for an additional 2 h and then f... Reactants: COC(C(CCCCCC=C)NC1=CC(=CC(=C1)F)C(F)(F)F)=O (2-(3-Trifluoromethyl-5-fluoro-phenylamino)-non-8-enoic acid methyl ester), O.[OH-].[Li+] (lithium hydroxide monohydrate). The solvent is O1CCCC1 (tetrahydrofuran), O (water). Conditions: time 3 hour. Product: FC(C=1C=C(C=C(C1)F)NC(C(=O)O)CCCCCC=C)(F)F (2-(3-trifluoromethyl-5-fluoro-phenylamino)-non-8-enoic acid). Yield: 89.4%. RXN SMILES: C[O:2][C:3](=[O:24])[CH:4]([NH:12][C:13]1[CH:18]=[C:17]([F:19])[CH:16]=[C:15]([C:20]([F:23])([F:22])[F:21])[CH:14]=1)[CH2:5][CH2:6][CH2:7][CH2:8][CH2:9][CH:10]=[CH2:11].O.[OH-].[Li+]>O1CCCC1.O>[F:22][C:20]([F:21])([F:23])[C:15]1[CH:14]=[C:13]([NH:12][CH:4]([CH2:5][CH2:6][CH2:7][CH2:8][CH2:9][CH:10]=[CH2:11])[C:3]([OH:24])=[O:2])[CH:18]=[C:17]([F:19])[CH:16]=1 |f:1.2.3|. Reported procedure: 2-(3-Trifluoromethyl-5-fluoro-phenylamino)-non-8-enoic acid methyl ester (1.643 g, 4.73 mmol., 1 eq.) was dissolved in tetrahydrofuran (40 mL). A solution of lithium hydroxide monohydrate (0.596 g, 14.19 mmol., 3 eq.) in water (40 mL) was added dropwise and the reaction mixture stirred for a further 3 hours at ambient temperature by when LCMS analysis of an aliquot showed the reaction to be complete. The reaction mixture volume was reduced by half in vacuo to remove most of the tetrahydrofuran a... Starting materials: N1C=NC=C1 (imidazole), ClC=1N=C(C2=C(N1)SC(=C2)C(F)(F)F)NCC2=CC(=CC=C2)[N+](=O)[O-] (2-chloro-6-trifluoromethyl-4-(3-nitrobenzylamino)-thieno-[2,3-d]-pyrimidine). Yields the product N1(C=NC=C1)C=1N=C(C2=C(N1)SC(=C2)C(F)(F)F)NCC2=CC(=CC=C2)[N+](=O)[O-] (2-(imidazol-1-yl)-6-trifluoromethyl-4-(3-nitrobenzylamino)-thieno-[2,3-d]-pyrimidine). As a reaction SMILES: [NH:1]1[CH:5]=[CH:4][N:3]=[CH:2]1.Cl[C:7]1[N:8]=[C:9]([NH:20][CH2:21][C:22]2[CH:27]=[CH:26][CH:25]=[C:24]([N+:28]([O-:30])=[O:29])[CH:23]=2)[C:10]2[CH:15]=[C:14]([C:16]([F:19])([F:18])[F:17])[S:13][C:11]=2[N:12]=1>>[N:1]1([C:7]2[N:8]=[C:9]([NH:20][CH2:21][C:22]3[CH:27]=[CH:26][CH:25]=[C:24]([N+:28]([O-:30])=[O:29])[CH:23]=3)[C:10]3[CH:15]=[C:14]([C:16]([F:18])([F:19])[F:17])[S:13][C:11]=3[N:12]=2)[CH:5]=[CH:4][N:3]=[CH:2]1. Procedure: Following the procedure of Example 97, the reaction of imidazole with 2-chloro-6-trifluoromethyl-4-(3-nitrobenzylamino)-thieno-[2,3-d]-pyrimidine gives 2-(imidazol-1-yl)-6-trifluoromethyl-4-(3-nitrobenzylamino)-thieno-[2,3-d]-pyrimidine. Starting materials: COc1ccc(-n2nnnc2-c2cc(Br)cnc2N)c(F)c1F, O=C([O-])O, CC(C)(C)OC(=O)N1CCC(n2cc(B3OC(C)(C)C(C)(C)O3)cn2)CC1, COCCOC, [Fe+2], [Na+], Cl[Pd]Cl, c1ccc(P(c2ccccc2)[c-]2cccc2)cc1, c1ccc(P(c2ccccc2)[c-]2cccc2)cc1. Product: COc1ccc(-n2nnnc2-c2cc(-c3cnn(C4CCN(C(=O)OC(C)(C)C)CC4)c3)cnc2N)c(F)c1F. As a reaction SMILES: [Br:1][c:2]1[cH:3][c:4](-[c:9]2[n:10][n:11][n:12][n:13]2-[c:14]2[c:15]([F:23])[c:16]([F:22])[c:17]([O:20][CH3:21])[cH:18][cH:19]2)[c:5]([NH2:8])[n:6][cH:7]1.[C:51](=[O:52])([OH:53])[O-:54].[CH3:24][C:25]1([CH3:26])[C:27]([CH3:28])([CH3:29])[O:30][B:31]([c:32]2[cH:33][n:34][n:35]([CH:37]3[CH2:38][CH2:39][N:40]([C:43](=[O:44])[O:45][C:46]([CH3:47])([CH3:48])[CH3:49])[CH2:41][CH2:42]3)[cH:36]2)[O:50]1.[CH3:96][O:97][CH2:98][CH2:99][O:100][CH3:101].[Fe+2:95].[Na+:55].[Pd:56]([Cl:57])[Cl:58].[cH:59]1[cH:60][cH:61][c:62]([P:63]([c:64]2[cH:65][cH:66][cH:67][cH:68][cH:69]2)[c-:70]2[cH:71][cH:72][cH:73][cH:74]2)[cH:75][cH:76]1.[cH:77]1[cH:78][cH:79][c:80]([P:81]([c:82]2[cH:83][cH:84][cH:85][cH:86][cH:87]2)[c-:88]2[cH:89][cH:90][cH:91][cH:92]2)[cH:93][cH:94]1>>[c:2]1(-[c:32]2[cH:33][n:34][n:35]([CH:37]3[CH2:38][CH2:39][N:40]([C:43](=[O:44])[O:45][C:46]([CH3:47])([CH3:48])[CH3:49])[CH2:41][CH2:42]3)[cH:36]2)[cH:3][c:4](-[c:9]2[n:10][n:11][n:12][n:13]2-[c:14]2[c:15]([F:23])[c:16]([F:22])[c:17]([O:20][CH3:21])[cH:18][cH:19]2)[c:5]([NH2:8])[n:6][cH:7]1.